From a dataset of the Open Reaction Database (ORD), a public repository of structured organic reaction records. describe an organic reaction: reactants, conditions, products, and yield The reactants are N(C1=CC=CC=C1)C1=NC(=NC=C1Br)NC1=CC=C(C=C1)NC(CCCl)=O (4-anilino-5-bromo-2-[4-(3-chloropropionamido)anilino]pyrimidine), C(C)(C)N (isopropylamine). The product is N(C1=CC=CC=C1)C1=NC(=NC=C1Br)NC1=CC=C(C=C1)NC(CCNC(C)C)=O (4-Anilino-5-bromo-2-{4-[3-(isopropylamino)propionamido]anilino}pyrimidine). RXN SMILES: [NH:1]([C:8]1[C:13]([Br:14])=[CH:12][N:11]=[C:10]([NH:15][C:16]2[CH:21]=[CH:20][C:19]([NH:22][C:23](=[O:27])[CH2:24][CH2:25]Cl)=[CH:18][CH:17]=2)[N:9]=1)[C:2]1[CH:7]=[CH:6][CH:5]=[CH:4][CH:3]=1.[CH:28]([NH2:31])([CH3:30])[CH3:29]>>[NH:1]([C:8]1[C:13]([Br:14])=[CH:12][N:11]=[C:10]([NH:15][C:16]2[CH:21]=[CH:20][C:19]([NH:22][C:23](=[O:27])[CH2:24][CH2:25][NH:31][CH:28]([CH3:30])[CH3:29])=[CH:18][CH:17]=2)[N:9]=1)[C:2]1[CH:7]=[CH:6][CH:5]=[CH:4][CH:3]=1. Reported procedure: Using an analogous method to that described in Example 101, but starting from 4-anilino-5-bromo-2-[4-(3-chloropropionamido)anilino]pyrimidine (Method 37) and isopropylamine, the product was obtained. MS (MH+): 469, 471; HPLC (RT): 3.70. Starting materials: Br, CC(C)(C)c1ccccc1N, [Cu], O=N[O-], [Na+], O. Product: CC(C)(C)c1ccccc1Br. As a reaction SMILES: [BrH:16].[C:1]([CH3:2])([CH3:3])([CH3:4])[c:5]1[c:6]([NH2:7])[cH:8][cH:9][cH:10][cH:11]1.[Cu:18].[N:12]([O-:13])=[O:14].[Na+:15].[OH2:17]>>[C:1]([CH3:2])([CH3:3])([CH3:4])[c:5]1[c:6]([Br:16])[cH:8][cH:9][cH:10][cH:11]1. The reactants are ClCCl, CCO, CCOC(=O)CCCOc1ccc(N(Cc2cc(C(F)(F)F)cc(C(F)(F)F)c2)Cc2cc(C(F)(F)F)ccc2-c2cc(C(C)C)ccc2OC)nc1, [Na+], C1CCOC1, [OH-]. The product is COc1ccc(C(C)C)cc1-c1ccc(C(F)(F)F)cc1CN(Cc1cc(C(F)(F)F)cc(C(F)(F)F)c1)c1ccc(OCCCC(=O)O)cn1. As a reaction SMILES: [CH2:56]([Cl:57])[Cl:58].[CH3:59][CH2:60][OH:61].[F:1][C:2]([c:3]1[cH:4][c:5]([CH2:6][N:7]([c:8]2[cH:9][cH:10][c:11]([O:14][CH2:15][CH2:16][CH2:17][C:18](=[O:19])[O:20][CH2:21][CH3:22])[cH:12][n:13]2)[CH2:23][c:24]2[c:25](-[c:34]3[c:35]([O:43][CH3:44])[cH:36][cH:37][c:38]([CH:40]([CH3:41])[CH3:42])[cH:39]3)[cH:26][cH:27][c:28]([C:30]([F:31])([F:32])[F:33])[cH:29]2)[cH:45][c:46]([C:48]([F:49])([F:50])[F:51])[cH:47]1)([F:52])[F:53].[Na+:55].[O:62]1[CH2:63][CH2:64][CH2:65][CH2:66]1.[OH-:54]>>[F:1][C:2]([c:3]1[cH:4][c:5]([CH2:6][N:7]([c:8]2[cH:9][cH:10][c:11]([O:14][CH2:15][CH2:16][CH2:17][C:18](=[O:19])[OH:20])[cH:12][n:13]2)[CH2:23][c:24]2[c:25](-[c:34]3[c:35]([O:43][CH3:44])[cH:36][cH:37][c:38]([CH:40]([CH3:41])[CH3:42])[cH:39]3)[cH:26][cH:27][c:28]([C:30]([F:31])([F:32])[F:33])[cH:29]2)[cH:45][c:46]([C:48]([F:49])([F:50])[F:51])[cH:47]1)([F:52])[F:53].